Dataset: the Open Reaction Database (ORD), a public repository of structured organic reaction records. Task: describe an organic reaction: reactants, conditions, products, and yield Reaction SMILES: [CH3:26][O:27][C:28]([CH3:29])([N:30]([CH3:31])[CH3:32])[O:33][CH3:34].[CH3:35][c:36]1[cH:37][cH:38][cH:39][cH:40][cH:41]1.[F:1][C:2]([c:3]1[cH:4][c:5]([O:6][CH2:7][CH2:8][CH2:9][CH2:10][S:11][c:12]2[cH:13][cH:14][c:15]([C:18]([NH2:19])=[S:20])[n:16][n:17]2)[cH:21][cH:22][cH:23]1)([F:24])[F:25]>>[F:1][C:2]([c:3]1[cH:4][c:5]([O:6][CH2:7][CH2:8][CH2:9][CH2:10][S:11][c:12]2[cH:13][cH:14][c:15]([C:18]([N:19]=[C:28]([CH3:29])[N:30]([CH3:31])[CH3:32])=[S:20])[n:16][n:17]2)[cH:21][cH:22][cH:23]1)([F:24])[F:25]. Starting materials: COC(C)(OC)N(C)C, Cc1ccccc1, NC(=S)c1ccc(SCCCCOc2cccc(C(F)(F)F)c2)nn1. Product: CC(=NC(=S)c1ccc(SCCCCOc2cccc(C(F)(F)F)c2)nn1)N(C)C.